This data is from the Open Reaction Database (ORD), a public repository of structured organic reaction records. The task is: describe an organic reaction: reactants, conditions, products, and yield The reactants are C1(CCCCC1)/C=C(/C(=O)NC=1SC=CN1)\C1=CC(=C(C=C1)S(=O)(=O)C)C(F)(F)F ((E)-3-cyclohexyl-2-(4-methanesulfonyl-3-trifluoromethyl-phenyl)-N-thiazol-2-yl-acrylamide), BrN1C(CCC1=O)=O (N-bromosuccinimide), C(C1=CC=CC=C1)(=O)OOC(C1=CC=CC=C1)=O (benzoyl peroxide). Run in C(Cl)(Cl)(Cl)Cl (carbon tetrachloride). Conditions: temperature 90 celsius, time 8 hour. Yields the product hexanes ethyl acetate, BrC1=CN=C(S1)NC(\C(=C\C1CCCCC1)\C1=CC(=C(C=C1)S(=O)(=O)C)C(F)(F)F)=O ((E)-N-(5-bromo-thiazol-2-yl)-3-cyclohexyl-2-(4-methanesulfonyl-3-trifluoromethyl-phenyl)-acrylamide). Yield: 28.6%. Reaction SMILES: [CH:1]1(/[CH:7]=[C:8](\[C:17]2[CH:22]=[CH:21][C:20]([S:23]([CH3:26])(=[O:25])=[O:24])=[C:19]([C:27]([F:30])([F:29])[F:28])[CH:18]=2)/[C:9]([NH:11][C:12]2[S:13][CH:14]=[CH:15][N:16]=2)=[O:10])[CH2:6][CH2:5][CH2:4][CH2:3][CH2:2]1.[Br:31]N1C(=O)CCC1=O.C(OOC(=O)C1C=CC=CC=1)(=O)C1C=CC=CC=1>C(Cl)(Cl)(Cl)Cl>[Br:31][C:14]1[S:13][C:12]([NH:11][C:9](=[O:10])/[C:8](/[C:17]2[CH:22]=[CH:21][C:20]([S:23]([CH3:26])(=[O:24])=[O:25])=[C:19]([C:27]([F:28])([F:29])[F:30])[CH:18]=2)=[CH:7]/[CH:1]2[CH2:6][CH2:5][CH2:4][CH2:3][CH2:2]2)=[N:16][CH:15]=1. Procedure: A suspension of (E)-3-cyclohexyl-2-(4-methanesulfonyl-3-trifluoromethyl-phenyl)-N-thiazol-2-yl-acrylamide (prepared in Example 12, 150 mg, 3.27 mmol) and N-bromosuccinimide (69 mg, 0.384 mmol) in carbon tetrachloride (2 mL) at 25° C. was treated with benzoyl peroxide (4.65 mg, 0.02 mmol). The resulting reaction mixture was heated to 90° C. where it was stirred overnight at this temperature. The reaction mixture was then allowed to cool to 25° C. and then concentrated in vacuo. The residue was di... The reactants are FC(C1=CC=C(C=C1)CCC(=O)O)(F)F (3-(4-(trifluoromethyl)phenyl)propanoic acid), S(=O)(Cl)Cl (thionyl chloride). Product: FC(C1=CC=C(C=C1)CCC(=O)Cl)(F)F (3-(4-(Trifluoromethyl)phenyl)propanoyl chloride). RXN SMILES: [F:1][C:2]([F:15])([F:14])[C:3]1[CH:8]=[CH:7][C:6]([CH2:9][CH2:10][C:11](O)=[O:12])=[CH:5][CH:4]=1.S(Cl)([Cl:18])=O>>[F:1][C:2]([F:15])([F:14])[C:3]1[CH:8]=[CH:7][C:6]([CH2:9][CH2:10][C:11]([Cl:18])=[O:12])=[CH:5][CH:4]=1. Reported procedure: A stirred solution of 3-(4-(trifluoromethyl)phenyl)propanoic acid (500 mg, 2.292 mmol) in thionyl chloride was allowed to reflux for 2 hours and concentrated under reduced pressure to afford the crude title product. The reactants are FC=1C(=C2/C(/C(NC2=CC1)=O)=C/C1=C(N=CN1)C)I ((Z)-1,3-dihydro-5-fluoro-4-iodo-3-[(4-methyl-1H-imidazol-5-yl)methylene]-2H-indol-2-one), FC=1C(=C2/C(/C(NC2=CC1)=O)=C/C1=C(N=CN1)C)I ((Z)-1,3-dihydro-5-fluoro-4-iodo-3-[(4-methyl-1H-imidazol-5-yl)methylene]-2H-indol-2-one), C(=O)([O-])[O-].[Na+].[Na+] (Na2CO3), COC=1C=C(C=CC1OC)B(O)O (3,4-dimethoxyphenylboronic acid), CN(C)C=O (DMF). Reagents/catalysts: Cl[Pd]([P](C1=CC=CC=C1)(C2=CC=CC=C2)C3=CC=CC=C3)([P](C4=CC=CC=C4)(C5=CC=CC=C5)C6=CC=CC=C6)Cl ((Ph3P)2PdCl2). Solvent: COCCOC (1,2-dimethoxyethane). Product: COC=1C=C(C=CC1OC)C1=C2/C(/C(NC2=CC=C1F)=O)=C/C1=C(N=CN1)C ((Z)-1,3-Dihydro-4-(3,4-dimethoxyphenyl)-5-fluoro-3-[(4-methyl-1H-imidazol-5-yl)methylene]-2H-indol-2-one). Reaction SMILES: [F:1][C:2]1[C:3](I)=[C:4]2[C:8](=[CH:9][CH:10]=1)[NH:7][C:6](=[O:11])/[C:5]/2=[CH:12]\[C:13]1[NH:17][CH:16]=[N:15][C:14]=1[CH3:18].C([O-])([O-])=O.[Na+].[Na+].[CH3:26][O:27][C:28]1[CH:29]=[C:30](B(O)O)[CH:31]=[CH:32][C:33]=1[O:34][CH3:35].CN(C=O)C>Cl[Pd](Cl)([P](C1C=CC=CC=1)(C1C=CC=CC=1)C1C=CC=CC=1)[P](C1C=CC=CC=1)(C1C=CC=CC=1)C1C=CC=CC=1.COCCOC>[CH3:26][O:27][C:28]1[CH:29]=[C:30]([C:3]2[C:2]([F:1])=[CH:10][CH:9]=[C:8]3[C:4]=2/[C:5](=[CH:12]/[C:13]2[NH:17][CH:16]=[N:15][C:14]=2[CH3:18])/[C:6](=[O:11])[NH:7]3)[CH:31]=[CH:32][C:33]=1[O:34][CH3:35] |f:1.2.3,^1:46,65|. Procedure details: A solution of (Z)-1,3-dihydro-5-fluoro-4-iodo-3-[(4-methyl-1H-imidazol-5-yl)methylene]-2H-indol-2-one (50 mg, 0.135 mmol) (Starting Material 11), 2M aqueous Na2CO3 solution (0.14 mL), (Ph3P)2PdCl2 (11 mg, 0.0135 mmol) and 3,4-dimethoxyphenylboronic acid (61.7 mg, 0.339 mmol) (Lancaster) in a 1:4 mixture of DMF:1,2-dimethoxyethane (5 mL) was heated at 104° C. for 2 days. The reaction mixture was concentrated and the crude material was purified by C18 reverse phase chromatography to give (Z)-1,3-D... Reactants: [Br-], C1CCOC1, C[Mg+], CCOCC, CON=C(C)c1nc(-c2ccc(CC(CCO)NC(=O)c3ccc(OC(C)C)c(Cl)c3)cc2)cn1C. Yields the product CC(=NO)c1nc(-c2ccc(CC(CCO)NC(=O)c3ccc(OC(C)C)c(Cl)c3)cc2)cn1C. Reaction SMILES: [Br-:37].[CH2:45]1[O:46][CH2:47][CH2:48][CH2:49]1.[CH3:38][Mg+:39].[CH3:40][CH2:41][O:42][CH2:43][CH3:44].[Cl:1][c:2]1[cH:3][c:4]([C:5](=[O:6])[NH:7][CH:8]([CH2:9][c:10]2[cH:11][cH:12][c:13](-[c:16]3[n:17][c:18]([C:22]([CH3:23])=[N:24][O:25][CH3:26])[n:19]([CH3:21])[cH:20]3)[cH:14][cH:15]2)[CH2:27][CH2:28][OH:29])[cH:30][cH:31][c:32]1[O:33][CH:34]([CH3:35])[CH3:36]>>[Cl:1][c:2]1[cH:3][c:4]([C:5](=[O:6])[NH:7][CH:8]([CH2:9][c:10]2[cH:11][cH:12][c:13](-[c:16]3[n:17][c:18]([C:22]([CH3:23])=[N:24][OH:25])[n:19]([CH3:21])[cH:20]3)[cH:14][cH:15]2)[CH2:27][CH2:28][OH:29])[cH:30][cH:31][c:32]1[O:33][CH:34]([CH3:35])[CH3:36]. Reported procedure: (R)-5-((2-(3-(2-ethoxyphenoxy)piperidin-1-yl)pyrimidine-5-carboxamido)methyl)-6-methylnicotinic acid was prepared from (R)-2-(3-(2-ethoxyphenoxy)piperidin-1-yl)pyrimidine-5-carboxylic acid and ethyl 5-(aminomethyl)-6-methylnicotinate using Amidation Method 2 (EDCl) and Ester Hydrolysis Method 1 (LiOH). 1H NMR (400 MHz, DMSO-d6) δ 9.17 (m, 1H), 8.95 (s, 1H), 8.80 (s, 2H), 8.45 (m, 1H), 7.03 (d, 1H), 6.90 (m, 3H), 4.58 (d, 2H), 4.35 (m, 1H), 4.12 (m, 1H), 3.90 (m, 5H), 2.79 (s, 3H), 2.03 (m, 1H), ... RXN SMILES: [CH2:1]([O:3][C:4]1[CH:25]=[CH:24][CH:23]=[CH:22][C:5]=1[O:6][C@@H:7]1[CH2:12][CH2:11][CH2:10][N:9]([C:13]2[N:18]=[CH:17][C:16]([C:19](O)=[O:20])=[CH:15][N:14]=2)[CH2:8]1)[CH3:2].[NH2:26][CH2:27][C:28]1[C:29]([CH3:39])=[N:30][CH:31]=[C:32]([CH:38]=1)[C:33]([O:35]CC)=[O:34].CCN=C=NCCCN(C)C.Cl.[Li+].[OH-]>>[CH2:1]([O:3][C:4]1[CH:25]=[CH:24][CH:23]=[CH:22][C:5]=1[O:6][C@@H:7]1[CH2:12][CH2:11][CH2:10][N:9]([C:13]2[N:18]=[CH:17][C:16]([C:19]([NH:26][CH2:27][C:28]3[C:29]([CH3:39])=[N:30][CH:31]=[C:32]([CH:38]=3)[C:33]([OH:35])=[O:34])=[O:20])=[CH:15][N:14]=2)[CH2:8]1)[CH3:2] |f:2.3,4.5|. Starting materials: C(C)OC1=C(O[C@H]2CN(CCC2)C2=NC=C(C=N2)C(=O)O)C=CC=C1 ((R)-2-(3-(2-ethoxyphenoxy)piperidin-1-yl)pyrimidine-5-carboxylic acid), NCC=1C(=NC=C(C(=O)OCC)C1)C (ethyl 5-(aminomethyl)-6-methylnicotinate), CCN=C=NCCCN(C)C.Cl (EDCl), Ester, [Li+].[OH-] (LiOH). Yields the product C(C)OC1=C(O[C@H]2CN(CCC2)C2=NC=C(C=N2)C(=O)NCC=2C(=NC=C(C(=O)O)C2)C)C=CC=C1 ((R)-5-((2-(3-(2-ethoxyphenoxy)piperidin-1-yl)pyrimidine-5-carboxamido)methyl)-6-methylnicotinic acid). The reactants are BrCCBr, O=C([O-])[O-], CCC(C)=O, [K+], [K+], O=[N+]([O-])c1ccc(O)cc1. Product: O=[N+]([O-])c1ccc(OCCBr)cc1. Reaction SMILES: [Br:17][CH2:18][CH2:19][Br:20].[C:11](=[O:12])([O-:13])[O-:14].[CH3:21][C:22](=[O:23])[CH2:24][CH3:25].[K+:15].[K+:16].[N+:1](=[O:2])([O-:3])[c:4]1[cH:5][cH:6][c:7]([OH:10])[cH:8][cH:9]1>>[N+:1](=[O:2])([O-:3])[c:4]1[cH:5][cH:6][c:7]([O:10][CH2:19][CH2:18][Br:17])[cH:8][cH:9]1. Reactants: O (water), NCC=1N(C=CC1)C1=C(C(=C(C=C1)Cl)CO[Si](C1=CC=CC=C1)(C1=CC=CC=C1)C(C)(C)C)Cl (2-aminomethyl-1-(3-tert-butyldiphenylsilyloxymethyl-2,4-dichlorophenyl)pyrrole), N1=CC=CC=C1 (pyridine), C(C)(=O)OC(C)=O (acetic anhydride). The solvent is ClCCl (dichloromethane). Reaction conditions: time 3 hour. The product is C(C)(=O)NCC=1N(C=CC1)C1=C(C(=C(C=C1)Cl)CO[Si](C1=CC=CC=C1)(C1=CC=CC=C1)C(C)(C)C)Cl (2-acetamidomethyl-1-(3-tert-butyldiphenylsilyloxymethyl-2,4-dichlorophenyl)pyrrole). The yield is 99.8%. RXN SMILES: [NH2:1][CH2:2][C:3]1[N:4]([C:8]2[CH:13]=[CH:12][C:11]([Cl:14])=[C:10]([CH2:15][O:16][Si:17]([C:30]([CH3:33])([CH3:32])[CH3:31])([C:24]3[CH:29]=[CH:28][CH:27]=[CH:26][CH:25]=3)[C:18]3[CH:23]=[CH:22][CH:21]=[CH:20][CH:19]=3)[C:9]=2[Cl:34])[CH:5]=[CH:6][CH:7]=1.N1C=CC=CC=1.[C:41](OC(=O)C)(=[O:43])[CH3:42].O>ClCCl>[C:41]([NH:1][CH2:2][C:3]1[N:4]([C:8]2[CH:13]=[CH:12][C:11]([Cl:14])=[C:10]([CH2:15][O:16][Si:17]([C:30]([CH3:31])([CH3:33])[CH3:32])([C:18]3[CH:23]=[CH:22][CH:21]=[CH:20][CH:19]=3)[C:24]3[CH:25]=[CH:26][CH:27]=[CH:28][CH:29]=3)[C:9]=2[Cl:34])[CH:5]=[CH:6][CH:7]=1)(=[O:43])[CH3:42]. Procedure: To a mixture of 2-aminomethyl-1-(3-tert-butyldiphenylsilyloxymethyl-2,4-dichlorophenyl)pyrrole (87 mg) and pyridine (20.3 mg) in dichloromethane (1 in) was added acetic anhydride (20.9 mg) under ice-cooling, and the mixture was stirred for 3 hours at ambient temperature. The mixture was poured into water and extracted with dichloromethane. The organic layer was washed with 1N hydrochloric acid, water, saturated sodium bicarbonate solution and brine, dried over magnesium sulfate and evaporated in...